This data is from the Open Reaction Database (ORD), a public repository of structured organic reaction records. The task is: describe an organic reaction: reactants, conditions, products, and yield Starting materials: CO, CC(C)c1nc(-c2cccc(NS(=O)(=O)c3c(F)cccc3F)c2)c(-c2ccnc(Cl)n2)s1, N. Product: CC(C)c1nc(-c2cccc(NS(=O)(=O)c3c(F)cccc3F)c2)c(-c2ccnc(N)n2)s1. RXN SMILES: [CH3:35][OH:36].[Cl:1][c:2]1[n:3][cH:4][cH:5][c:6](-[c:8]2[c:9](-[c:16]3[cH:17][c:18]([NH:22][S:23](=[O:24])(=[O:25])[c:26]4[c:27]([F:33])[cH:28][cH:29][cH:30][c:31]4[F:32])[cH:19][cH:20][cH:21]3)[n:10][c:11]([CH:13]([CH3:14])[CH3:15])[s:12]2)[n:7]1.[NH3:34]>>[c:2]1([NH2:34])[n:3][cH:4][cH:5][c:6](-[c:8]2[c:9](-[c:16]3[cH:17][c:18]([NH:22][S:23](=[O:24])(=[O:25])[c:26]4[c:27]([F:33])[cH:28][cH:29][cH:30][c:31]4[F:32])[cH:19][cH:20][cH:21]3)[n:10][c:11]([CH:13]([CH3:14])[CH3:15])[s:12]2)[n:7]1. Reactants: O (water), Cl (hydrochloric acid), [N+](=O)([O-])C=1C=C(C(=O)OCC)C=CC1N1C(CSCC1)=O (Ethyl 3-nitro-4-(3-oxothiomorpholin-4-yl)benzoate). Reagents/catalysts: [Fe] (iron). The solvent is C(C)O (ethanol). Yields the product C1SCCN2C3=CC=C(C=C3N=C12)C(=O)OCC (Ethyl 3,4-dihydro-1H-2-thia-4a,9-diazafluorene-7-carboxylate). Yield: 53.3%. As a reaction SMILES: [N+:1]([C:4]1[CH:5]=[C:6]([CH:12]=[CH:13][C:14]=1[N:15]1[CH2:20][CH2:19][S:18][CH2:17][C:16]1=O)[C:7]([O:9][CH2:10][CH3:11])=[O:8])([O-])=O.O.Cl>C(O)C.[Fe]>[CH2:19]1[C:20]2[N:15]([C:14]3[C:4]([N:1]=2)=[CH:5][C:6]([C:7]([O:9][CH2:10][CH3:11])=[O:8])=[CH:12][CH:13]=3)[CH2:16][CH2:17][S:18]1. Reported procedure: Ethyl 3-nitro-4-(3-oxothiomorpholin-4-yl)benzoate (2.00 g, 6.44 mmol) prepared in the Step 40-1-2 was dissolved in ethanol (120 ml). Purified water (12 ml), iron powder (2.62 g, 47.04 mmol) and hydrochloric acid (0.5 ml) was added to the solution, and the mixture was heated under reflux for 4 hours. The mixture was concentrated, and a saturated sodium bicarbonate solution was added thereto, and the resulting mixture was subjected to extraction with chloroform. The extract was dried over anhydrou... RXN SMILES: [C:1](=[O:2])([OH:3])[c:4]1[cH:5][cH:6][c:7]([C:10]([C:11]([F:12])([F:13])[F:14])([C:15]([F:16])([F:17])[F:18])[c:19]2[cH:20][cH:21][c:22]([O:25][c:26]3[cH:27][cH:28][c:29]([N+:32](=[O:33])[O-:34])[cH:30][cH:31]3)[cH:23][cH:24]2)[cH:8][cH:9]1.[CH3:35][N:36]([CH3:37])[CH:38]=[O:39].[S:40]([Cl:41])([Cl:42])=[O:43]>>[C:1](=[O:2])([c:4]1[cH:5][cH:6][c:7]([C:10]([C:11]([F:12])([F:13])[F:14])([C:15]([F:16])([F:17])[F:18])[c:19]2[cH:20][cH:21][c:22]([O:25][c:26]3[cH:27][cH:28][c:29]([N+:32](=[O:33])[O-:34])[cH:30][cH:31]3)[cH:23][cH:24]2)[cH:8][cH:9]1)[Cl:42]. Starting materials: O=C(O)c1ccc(C(c2ccc(Oc3ccc([N+](=O)[O-])cc3)cc2)(C(F)(F)F)C(F)(F)F)cc1, CN(C)C=O, O=S(Cl)Cl. The product is O=C(Cl)c1ccc(C(c2ccc(Oc3ccc([N+](=O)[O-])cc3)cc2)(C(F)(F)F)C(F)(F)F)cc1. Reactants: CC(C)(C)[Si](OCCC1(c2ccccc2)SC(c2cc(F)ccc2F)=NN1c1nc2c(s1)CNCC2)(c1ccccc1)c1ccccc1, CC(=O)O[BH-](OC(C)=O)OC(C)=O, O=C([O-])[O-], C=O, [Na+], [Na+], [Na+]. The product is CN1CCc2nc(N3N=C(c4cc(F)ccc4F)SC3(CCO[Si](c3ccccc3)(c3ccccc3)C(C)(C)C)c3ccccc3)sc2C1. Reaction SMILES: [C:1]([CH3:2])([CH3:3])([CH3:4])[Si:5]([O:6][CH2:7][CH2:8][C:9]1([c:31]2[cH:32][cH:33][cH:34][cH:35][cH:36]2)[S:10][C:11]([c:23]2[c:24]([F:30])[cH:25][cH:26][c:27]([F:29])[cH:28]2)=[N:12][N:13]1[c:14]1[s:15][c:16]2[c:21]([n:22]1)[CH2:20][CH2:19][NH:18][CH2:17]2)([c:37]1[cH:38][cH:39][cH:40][cH:41][cH:42]1)[c:43]1[cH:44][cH:45][cH:46][cH:47][cH:48]1.[C:51]([O:52][BH-:53]([O:54][C:55](=[O:56])[CH3:57])[O:58][C:59](=[O:60])[CH3:61])(=[O:62])[CH3:63].[C:65](=[O:66])([O-:67])[O-:68].[CH2:49]=[O:50].[Na+:64].[Na+:69].[Na+:70]>>[C:1]([CH3:2])([CH3:3])([CH3:4])[Si:5]([O:6][CH2:7][CH2:8][C:9]1([c:31]2[cH:32][cH:33][cH:34][cH:35][cH:36]2)[S:10][C:11]([c:23]2[c:24]([F:30])[cH:25][cH:26][c:27]([F:29])[cH:28]2)=[N:12][N:13]1[c:14]1[s:15][c:16]2[c:21]([n:22]1)[CH2:20][CH2:19][N:18]([CH3:51])[CH2:17]2)([c:37]1[cH:38][cH:39][cH:40][cH:41][cH:42]1)[c:43]1[cH:44][cH:45][cH:46][cH:47][cH:48]1. Reactants: ClCCl, COc1ccccc1CCC(=O)O, NCCOc1ccc(Cl)cc1, Cl, C1CCOC1. The product is COc1ccccc1CCC(=O)NCCOc1ccc(Cl)cc1. As a reaction SMILES: [CH2:31]([Cl:32])[Cl:33].[CH3:1][O:2][c:3]1[c:4]([CH2:9][CH2:10][C:11](=[O:12])[OH:13])[cH:5][cH:6][cH:7][cH:8]1.[Cl:14][c:15]1[cH:16][cH:17][c:18]([O:19][CH2:20][CH2:21][NH2:22])[cH:23][cH:24]1.[ClH:25].[O:26]1[CH2:27][CH2:28][CH2:29][CH2:30]1>>[CH3:1][O:2][c:3]1[c:4]([CH2:9][CH2:10][C:11](=[O:13])[NH:22][CH2:21][CH2:20][O:19][c:18]2[cH:17][cH:16][c:15]([Cl:14])[cH:24][cH:23]2)[cH:5][cH:6][cH:7][cH:8]1.